describe an organic reaction: reactants, conditions, products, and yield From a dataset of the Open Reaction Database (ORD), a public repository of structured organic reaction records. The reactants are [BH3-]C#N, CC(=O)O, CO, O=Cc1ccccc1, Nc1ccc(Sc2ccc(O)cc2)c([N+](=O)[O-])c1, [Na+]. Yields the product O=[N+]([O-])c1cc(NCc2ccccc2)ccc1Sc1ccc(O)cc1. As a reaction SMILES: [C:27]([BH3-:28])#[N:29].[CH3:31][C:32](=[O:33])[OH:34].[CH3:35][OH:36].[CH:19](=[O:20])[c:21]1[cH:22][cH:23][cH:24][cH:25][cH:26]1.[NH2:1][c:2]1[cH:3][c:4]([N+:16](=[O:17])[O-:18])[c:5]([S:8][c:9]2[cH:10][cH:11][c:12]([OH:15])[cH:13][cH:14]2)[cH:6][cH:7]1.[Na+:30]>>[NH:1]([c:2]1[cH:3][c:4]([N+:16](=[O:17])[O-:18])[c:5]([S:8][c:9]2[cH:10][cH:11][c:12]([OH:15])[cH:13][cH:14]2)[cH:6][cH:7]1)[CH2:19][c:21]1[cH:22][cH:23][cH:24][cH:25][cH:26]1.